This data is from the Open Reaction Database (ORD), a public repository of structured organic reaction records. The task is: describe an organic reaction: reactants, conditions, products, and yield Starting materials: CN(C)C=O, O=C(c1ccc2[nH]c(C(=O)N3CCS(=O)(=O)CC3)cc2c1)N1CCN(C2CCCC2)CC1, BrCC1CC1, [H-], [Na+]. Yields the product O=C(c1ccc2c(c1)cc(C(=O)N1CCS(=O)(=O)CC1)n2CC1CC1)N1CCN(C2CCCC2)CC1. RXN SMILES: [CH3:40][N:41]([CH3:42])[CH:43]=[O:44].[CH:1]1([N:6]2[CH2:7][CH2:8][N:9]([C:12](=[O:13])[c:14]3[cH:15][c:16]4[cH:17][c:18]([C:23](=[O:24])[N:25]5[CH2:26][CH2:27][S:28](=[O:31])(=[O:32])[CH2:29][CH2:30]5)[nH:19][c:20]4[cH:21][cH:22]3)[CH2:10][CH2:11]2)[CH2:2][CH2:3][CH2:4][CH2:5]1.[CH:35]1([CH2:38][Br:39])[CH2:36][CH2:37]1.[H-:33].[Na+:34]>>[CH:1]1([N:6]2[CH2:7][CH2:8][N:9]([C:12](=[O:13])[c:14]3[cH:15][c:16]4[cH:17][c:18]([C:23](=[O:24])[N:25]5[CH2:26][CH2:27][S:28](=[O:31])(=[O:32])[CH2:29][CH2:30]5)[n:19]([CH2:38][CH:35]5[CH2:36][CH2:37]5)[c:20]4[cH:21][cH:22]3)[CH2:10][CH2:11]2)[CH2:2][CH2:3][CH2:4][CH2:5]1.